This data is from the Open Reaction Database (ORD), a public repository of structured organic reaction records. The task is: describe an organic reaction: reactants, conditions, products, and yield Starting materials: CN1CCCCC1 (1-methyl piperidine), CCOCC (ether), C(C)OC=1C=C(C=CC1OC)C(CC(=O)O)N1C(C2=CC=CC=C2C1)=O (3-(3-ethoxy-4-methoxyphenyl)-3-(1-oxoisoindolinyl)propanoic acid), N,N′-carbonyldiimidazole, 0-methyl hydroxylamine hydrochloride. Solvent: C(Cl)Cl (methylene chloride). Run at time 30 minute. Product: C(C)OC=1C=C(C=CC1OC)C(CC(=O)NOC)N1C(C2=CC=CC=C2C1)=O (3-(3-ethoxy-4-methoxyphenyl)-N-methoxy-3-(1-oxoisoindolinyl)-propionamide). Isolated yield 67.0%. RXN SMILES: [CH2:1]([O:3][C:4]1[CH:5]=[C:6]([CH:12]([N:17]2[CH2:25][C:24]3[C:19](=[CH:20][CH:21]=[CH:22][CH:23]=3)[C:18]2=[O:26])[CH2:13][C:14]([OH:16])=O)[CH:7]=[CH:8][C:9]=1[O:10][CH3:11])[CH3:2].C[N:28]1CCCCC1.CC[O:36][CH2:37]C>C(Cl)Cl>[CH2:1]([O:3][C:4]1[CH:5]=[C:6]([CH:12]([N:17]2[CH2:25][C:24]3[C:19](=[CH:20][CH:21]=[CH:22][CH:23]=3)[C:18]2=[O:26])[CH2:13][C:14]([NH:28][O:36][CH3:37])=[O:16])[CH:7]=[CH:8][C:9]=1[O:10][CH3:11])[CH3:2]. Procedure: A mixture of 3-(3-ethoxy-4-methoxyphenyl)-3-(1-oxoisoindolinyl)propanoic acid (500 mg, 1.41 mmol) and N,N′-carbonyldiimidazole (250 mg, 1.54 mmol) in methylene chloride (30 mL) under nitrogen was stirred at room temperature for 30 minutes. To the solution was added 0-methyl hydroxylamine hydrochloride (175 mg, 2.09 mmol) followed by the addition of 1-methyl piperidine (0.26 mL, 2.14 mmol). The mixture was stirred at room temperature for 2 hours and then was heated to reflux for 14 hours. The coo... The reactants are ClC=1C=C(C=CC1)CCCN(C(NC=1SC(=CN1)SCC(=O)O)=O)[C@@H]1CC[C@H](CC1)C ({2[-3-[3-(3-Chloro-phenyl)-propyl]-3-(trans-4-methyl-cyclohexyl)-ureido]-thiazol-5-ylsulfanyl}-acetic acid), FC(C=1C=C(C=CC1)CCC(=O)O)(F)F (3-(3-trifluoromethyl-phenyl)-propionic acid), C(C)OC(CSC1=CN=C(S1)N)=O ((2-aminothiazol-5-ylsulfanyl)acetic acid ethyl ester). Product: C[C@@H]1CC[C@H](CC1)N(C(NC=1SC(=CN1)SCC(=O)O)=O)CCCC1=CC(=CC=C1)C(F)(F)F ((2-{-3-(trans-4-Methyl-cyclohexyl)-3-[3-(3-trifluoromethyl-phenyl)-propyl]-ureido}-thiazol-5-ylsulfanyl)-acetic acid). RXN SMILES: Cl[C:2]1[CH:3]=[C:4]([CH2:8][CH2:9][CH2:10][N:11]([C@H:25]2[CH2:30][CH2:29][C@H:28]([CH3:31])[CH2:27][CH2:26]2)[C:12](=[O:24])[NH:13][C:14]2[S:15][C:16]([S:19][CH2:20][C:21]([OH:23])=[O:22])=[CH:17][N:18]=2)[CH:5]=[CH:6][CH:7]=1.[F:32][C:33]([F:46])([F:45])C1C=C(CCC(O)=O)C=CC=1.C(OC(=O)CSC1SC(N)=NC=1)C>>[CH3:31][C@H:28]1[CH2:29][CH2:30][C@H:25]([N:11]([CH2:10][CH2:9][CH2:8][C:4]2[CH:5]=[CH:6][CH:7]=[C:2]([C:33]([F:46])([F:45])[F:32])[CH:3]=2)[C:12](=[O:24])[NH:13][C:14]2[S:15][C:16]([S:19][CH2:20][C:21]([OH:23])=[O:22])=[CH:17][N:18]=2)[CH2:26][CH2:27]1. Procedure details: The compound was prepared following an analogous procedure to the one described for the synthesis of {2[-3-[3-(3-Chloro-phenyl)-propyl]-3-(trans-4-methyl-cyclohexyl)-ureido]-thiazol-5-ylsulfanyl}-acetic acid using 3-(3-trifluoromethyl-phenyl)-propionic acid and (2-aminothiazol-5-ylsulfanyl)acetic acid ethyl ester. Starting materials: CCOC(C1=CC=C(C=C1)C=O)OCC (terephthalaldehyde mono(diethyl acetal)), [BH4-].[Na+] (sodium borohydride). Run in CO (methanol). The product is C(C)OC(C1=CC=C(CO)C=C1)OCC (4-(Diethoxymethyl)benzyl Alcohol). The yield is 89.7%. As a reaction SMILES: [CH3:1][CH2:2][O:3][CH:4]([O:13][CH2:14][CH3:15])[C:5]1[CH:10]=[CH:9][C:8]([CH:11]=[O:12])=[CH:7][CH:6]=1.[BH4-].[Na+]>CO>[CH2:14]([O:13][CH:4]([O:3][CH2:2][CH3:1])[C:5]1[CH:10]=[CH:9][C:8]([CH2:11][OH:12])=[CH:7][CH:6]=1)[CH3:15] |f:1.2|. Procedure details: To a solution of terephthalaldehyde mono(diethyl acetal) (1.9 ml, 9.6 mmol) in methanol (35 ml) was added sodium borohydride (1.1 g, 28.8 mmol) while cooling. After 5 minutes at room temperature the reaction was quenched with water (50 ml) and the mixture was extracted with ethyl acetate (2×50 ml). The combined extracts were washed with water and brine, dried over sodium sulfate and concentrated in vacuo, leaving title product as a colorless oil (1.81 g, 90%). Reactants: ClC=1N=NC(=CC1)Cl (3,6-dichloropyridazine), FC1=C(C=CC=C1)N1CCNCC1 (1-(2-fluorophenyl)piperazine), C([O-])([O-])=O.[Na+].[Na+] (sodium carbonate), [I-].[K+] (potassium iodide). Solvent: CN(C=O)C (N,N-dimethylformamide), O (water). Run at temperature 60 celsius. The product is ClC=1N=NC(=CC1)N1CCN(CC1)C1=C(C=CC=C1)F (3-chloro-6-[4-(2-fluorophenyl)-1-piperazinyl]pyridazine). Yield: 77.0%. Reaction SMILES: [Cl:1][C:2]1[N:3]=[N:4][C:5](Cl)=[CH:6][CH:7]=1.[F:9][C:10]1[CH:15]=[CH:14][CH:13]=[CH:12][C:11]=1[N:16]1[CH2:21][CH2:20][NH:19][CH2:18][CH2:17]1.C(=O)([O-])[O-].[Na+].[Na+].[I-].[K+]>O.CN(C)C=O>[Cl:1][C:2]1[N:3]=[N:4][C:5]([N:19]2[CH2:18][CH2:17][N:16]([C:11]3[CH:12]=[CH:13][CH:14]=[CH:15][C:10]=3[F:9])[CH2:21][CH2:20]2)=[CH:6][CH:7]=1 |f:2.3.4,5.6|. Procedure: A mixture of 3.1 parts of 3,6-dichloropyridazine, 3 parts of 1-(2-fluorophenyl)piperazine, 3.2 parts of sodium carbonate, 0.1 parts of potassium iodide and 72 parts of N,N-dimethylformamide was stirred and heated over weekend at 60° C. The reaction mixture was poured into water. The precipitated product was filtered off and dissolved in trichloromethane. The organic layer was dried, filtered and evaporated. The residue was purified by filtration over silica gel using a mixture of trichloromethan... The reactants are O (water), C(C1=CC=CC=C1)N1C(=NC2=C1C(N(C=1N2N=C(N1)COCC1=CC=C(C=C1)OC)CC)=O)C1CCCC1 (6-benzyl-7-cyclopentyl-4-ethyl-2-[(4-methoxybenzyloxy)methyl]-imidazo[4,5-e]-s-triazolo[1,5-a]pyrimidin-5-one), ClC=1C(C(=C(C(C1Cl)=O)C#N)C#N)=O (2,3-dichloro-5,6-dicyanobenzoquinone). The solvent is ClCCl (dichloromethane). The product is C(C1=CC=CC=C1)N1C(=NC2=C1C(N(C=1N2N=C(N1)CO)CC)=O)C1CCCC1 (6-benzyl-7-cyclopentyl-4-ethyl-2-hydroxymethyl-imidazo[4,5-e]-s-triazolo[1,5-a]pyrimidin-5-one). Yield: 93.8%. RXN SMILES: [CH2:1]([N:8]1[C:12]2[C:13](=[O:33])[N:14]([CH2:31][CH3:32])[C:15]3[N:16]([N:17]=[C:18]([CH2:20][O:21]CC4C=CC(OC)=CC=4)[N:19]=3)[C:11]=2[N:10]=[C:9]1[CH:34]1[CH2:38][CH2:37][CH2:36][CH2:35]1)[C:2]1[CH:7]=[CH:6][CH:5]=[CH:4][CH:3]=1.O.ClC1C(=O)C(C#N)=C(C#N)C(=O)C=1Cl>ClCCl>[CH2:1]([N:8]1[C:12]2[C:13](=[O:33])[N:14]([CH2:31][CH3:32])[C:15]3[N:16]([N:17]=[C:18]([CH2:20][OH:21])[N:19]=3)[C:11]=2[N:10]=[C:9]1[CH:34]1[CH2:35][CH2:36][CH2:37][CH2:38]1)[C:2]1[CH:3]=[CH:4][CH:5]=[CH:6][CH:7]=1. Procedure: 6-benzyl-7-cyclopentyl-4-ethyl-2-[(4-methoxybenzyloxy)methyl]-imidazo[4,5-e]-s-triazolo[1,5-a]pyrimidin-5-one (1.03 g) is dissolved in 20 ml of dichloromethane and 1.2 ml of water are added. At ambient temperature, 2,3-dichloro-5,6-dicyanobenzoquinone (DDQ, 0.68 g) is added with stirring and the mixture is stirred for a further 4 hours. After the 2,3-dichloro-5,6-dicyanobenzoquinone precipitate has been separated off, the remaining solution is washed with saturated aqueous sodium hydrogen carbon... Reactants: compound 21, NC1=C(OCCCC(=O)OCC)C=CC=C1 (ethyl 4-(2-aminophenoxy)butyrate), CC(C)C(CCC)C=1NC2=CC=C(C=C2C1)/C(=C/C(=O)O)/C (3-[1-(1-methylethyl)butylindol-5-yl]isocrotonic acid). Yields the product CC(C)C(CCC)C=1NC2=CC=C(C=C2C1)/C(=C/C(=O)NC1=C(OCCCC(=O)O)C=CC=C1)/C (4-{2-[3-[1-(1-methylethyl)butylindol-5-yl]isocrotonoyl amino]phenoxy}butyric acid). As a reaction SMILES: [NH2:1][C:2]1[CH:16]=[CH:15][CH:14]=[CH:13][C:3]=1[O:4][CH2:5][CH2:6][CH2:7][C:8]([O:10]CC)=[O:9].[CH3:17][CH:18]([CH:20]([C:24]1[NH:25][C:26]2[C:31]([CH:32]=1)=[CH:30][C:29](/[C:33](/[CH3:38])=[CH:34]/[C:35](O)=[O:36])=[CH:28][CH:27]=2)[CH2:21][CH2:22][CH3:23])[CH3:19]>>[CH3:17][CH:18]([CH:20]([C:24]1[NH:25][C:26]2[C:31]([CH:32]=1)=[CH:30][C:29](/[C:33](/[CH3:38])=[CH:34]/[C:35]([NH:1][C:2]1[CH:16]=[CH:15][CH:14]=[CH:13][C:3]=1[O:4][CH2:5][CH2:6][CH2:7][C:8]([OH:10])=[O:9])=[O:36])=[CH:28][CH:27]=2)[CH2:21][CH2:22][CH3:23])[CH3:19]. Procedure: 0.93 g of compound 21 was obtained in a similar manner to those described in the Examples 1 and 2 using 2.20 g of ethyl 4-(2-aminophenoxy)butyrate and 1.50 g of 3-[1-(1-methylethyl)butylindol-5-yl]isocrotonic acid obtained according to the procedures described in the Reference Examples 1-4.